From a dataset of the Open Reaction Database (ORD), a public repository of structured organic reaction records. describe an organic reaction: reactants, conditions, products, and yield Isolated yield 60.1%. Procedure: To a cold (0° C.), stirred, mixture of quinaldic acid (89 mg, 0.52 mmol) in CH2Cl2 (5 mL) was added DMF (0.1 mL) followed by oxalyl chloride (0.22 mL, 2.52 mmol). The mixture was warmed to room temperature. After 15 minutes the mixture was concentrated under reduced pressure and provided a pink solid. To a solution of COMPOUND 249 (62 mg, 0.20 mmol) in THF (10 mL) was added the pink solid from above followed by DIPEA (0.50 mL, 2.87 mmol). The resultant mixture was stirred at room temperature for... The reactants are CC=1C(=NC=CC1)CN(C1CCNCC1)CC1=NC=CC=C1C (Bis-(3-methyl-pyridin-2-ylmethyl)-piperidin-4-yl-amine), C(C1=NC2=CC=CC=C2C=C1)(=O)O (quinaldic acid), C(C(=O)Cl)(=O)Cl (oxalyl chloride), CCN(C(C)C)C(C)C (DIPEA), resultant mixture. The product is CC=1C(=NC=CC1)CN(C1CCN(CC1)C(=O)C1=NC2=CC=CC=C2C=C1)CC1=NC=CC=C1C ({4-[Bis-(3-methyl-pyridin-2-ylmethyl)-amino]-piperidin-1-yl}-quinolin-2-yl-methanone). Reaction conditions: temperature 0 celsius. As a reaction SMILES: [C:1]([OH:13])(=O)[C:2]1[CH:11]=[CH:10][C:9]2[C:4](=[CH:5][CH:6]=[CH:7][CH:8]=2)[N:3]=1.C(Cl)(=O)C(Cl)=O.[CH3:20][C:21]1[C:22]([CH2:27][N:28]([CH2:35][C:36]2[C:41]([CH3:42])=[CH:40][CH:39]=[CH:38][N:37]=2)[CH:29]2[CH2:34][CH2:33][NH:32][CH2:31][CH2:30]2)=[N:23][CH:24]=[CH:25][CH:26]=1.CCN(C(C)C)C(C)C>C(Cl)Cl.C1COCC1.[OH-].[Na+].CCOC(C)=O.CN(C=O)C>[CH3:20][C:21]1[C:22]([CH2:27][N:28]([CH2:35][C:36]2[C:41]([CH3:42])=[CH:40][CH:39]=[CH:38][N:37]=2)[CH:29]2[CH2:34][CH2:33][N:32]([C:1]([C:2]3[CH:11]=[CH:10][C:9]4[C:4](=[CH:5][CH:6]=[CH:7][CH:8]=4)[N:3]=3)=[O:13])[CH2:31][CH2:30]2)=[N:23][CH:24]=[CH:25][CH:26]=1 |f:6.7|. Solvent: C1CCOC1 (THF), [OH-].[Na+] (NaOH), CCOC(=O)C (EtOAc), CN(C)C=O (DMF), C(Cl)Cl (CH2Cl2). The reactants are O (water), NC1=CC=C(C=C1)C(=O)C=1C=NC2=C(C=CC=C2C1C1=CC=CC=C1)C(F)(F)F ((4-Aminophenyl)[4-phenyl-8-(trifluoromethyl)quinolin-3-yl]methanone), NaBO3, CC(=O)O (AcOH), CC(=O)O (AcOH). Reaction conditions: time 1 hour. The product is [N+](=O)([O-])C1=CC=C(C=C1)C(=O)C=1C=NC2=C(C=CC=C2C1C1=CC=CC=C1)C(F)(F)F ((4-NITROPHENYL)[4-PHENYL-8-(TRIFLUOROMETHYL)QUINOLIN-3-YL]METHANONE). Reaction SMILES: [NH2:1][C:2]1[CH:7]=[CH:6][C:5]([C:8]([C:10]2[CH:11]=[N:12][C:13]3[C:18]([C:19]=2[C:20]2[CH:25]=[CH:24][CH:23]=[CH:22][CH:21]=2)=[CH:17][CH:16]=[CH:15][C:14]=3[C:26]([F:29])([F:28])[F:27])=[O:9])=[CH:4][CH:3]=1.[OH2:30].CC(O)=[O:33]>>[N+:1]([C:2]1[CH:7]=[CH:6][C:5]([C:8]([C:10]2[CH:11]=[N:12][C:13]3[C:18]([C:19]=2[C:20]2[CH:25]=[CH:24][CH:23]=[CH:22][CH:21]=2)=[CH:17][CH:16]=[CH:15][C:14]=3[C:26]([F:29])([F:27])[F:28])=[O:9])=[CH:4][CH:3]=1)([O-:33])=[O:30]. Procedure: (4-Aminophenyl)[4-phenyl-8-(trifluoromethyl)quinolin-3-yl]methanone (0.050 g, 0.127 mmol) in AcOH (2 mL) is added slowly to a stirred solution of NaBO3 4H2O (0.098 g, 0.637 mmol) in AcOH (3 mL) at 55° C. over 40 min. After 1 h, the reaction is cooled, poured into water and extracted with methylene chloride. The extracts are washed with saturated aq sodium bicarbonate, dried over MgSO4 and concentrated. The residue is purified by chromatography eluting with 10:90 ethyl acetate:hexane to afford th... As a reaction SMILES: [Cl:17][CH2:18][Cl:19].[F:1][c:2]1[c:3]([CH2:15][OH:16])[n:4][cH:5][n:6]1[CH2:7][O:8][CH2:9][CH2:10][Si:11]([CH3:12])([CH3:13])[CH3:14].[O:20]=[Mn:21]=[O:22]>>[F:1][c:2]1[c:3]([CH:15]=[O:16])[n:4][cH:5][n:6]1[CH2:7][O:8][CH2:9][CH2:10][Si:11]([CH3:12])([CH3:13])[CH3:14]. Reactants: ClCCl, C[Si](C)(C)CCOCn1cnc(CO)c1F, O=[Mn]=O. Yields the product C[Si](C)(C)CCOCn1cnc(C=O)c1F. The reactants are O=C([O-])[O-], CCOC(=O)Cc1ccc(OC)c(B2OC(C)(C)C(C)(C)O2)c1, COCCOC, CCOC(C)=O, Cc1noc(-c2ccc(Br)cc2)c1NC(=O)OC(C)c1ccccc1Cl, [K+], [K+], O, c1ccc(P(c2ccccc2)(c2ccccc2)[Pd](P(c2ccccc2)(c2ccccc2)c2ccccc2)(P(c2ccccc2)(c2ccccc2)c2ccccc2)P(c2ccccc2)(c2ccccc2)c2ccccc2)cc1. Product: CCOC(=O)Cc1ccc(OC)c(-c2ccc(-c3onc(C)c3NC(=O)OC(C)c3ccccc3Cl)cc2)c1. Reaction SMILES: [C:50](=[O:51])([O-:52])[O-:53].[CH2:27]([CH3:28])[O:29][C:30]([CH2:31][c:32]1[cH:33][c:34]([B:40]2[O:41][C:42]([CH3:43])([CH3:44])[C:45]([CH3:46])([CH3:47])[O:48]2)[c:35]([O:38][CH3:39])[cH:36][cH:37]1)=[O:49].[CH3:57][O:58][CH2:59][CH2:60][O:61][CH3:62].[CH3:63][CH2:64][O:65][C:66]([CH3:67])=[O:68].[Cl:1][c:2]1[c:3]([CH:8]([CH3:9])[O:10][C:11]([NH:12][c:13]2[c:14]([CH3:25])[n:15][o:16][c:17]2-[c:18]2[cH:19][cH:20][c:21]([Br:24])[cH:22][cH:23]2)=[O:26])[cH:4][cH:5][cH:6][cH:7]1.[K+:54].[K+:55].[OH2:56].[cH:69]1[cH:70][cH:71][c:72]([P:73]([Pd:74]([P:75]([c:76]2[cH:77][cH:78][cH:79][cH:80][cH:81]2)([c:82]2[cH:83][cH:84][cH:85][cH:86][cH:87]2)[c:88]2[cH:89][cH:90][cH:91][cH:92][cH:93]2)([P:94]([c:95]2[cH:96][cH:97][cH:98][cH:99][cH:100]2)([c:101]2[cH:102][cH:103][cH:104][cH:105][cH:106]2)[c:107]2[cH:108][cH:109][cH:110][cH:111][cH:112]2)[P:113]([c:114]2[cH:115][cH:116][cH:117][cH:118][cH:119]2)([c:120]2[cH:121][cH:122][cH:123][cH:124][cH:125]2)[c:126]2[cH:127][cH:128][cH:129][cH:130][cH:131]2)([c:132]2[cH:133][cH:134][cH:135][cH:136][cH:137]2)[c:138]2[cH:139][cH:140][cH:141][cH:142][cH:143]2)[cH:144][cH:145]1>>[Cl:1][c:2]1[c:3]([CH:8]([CH3:9])[O:10][C:11]([NH:12][c:13]2[c:14]([CH3:25])[n:15][o:16][c:17]2-[c:18]2[cH:19][cH:20][c:21](-[c:34]3[cH:33][c:32]([CH2:31][C:30]([O:29][CH2:27][CH3:28])=[O:49])[cH:37][cH:36][c:35]3[O:38][CH3:39])[cH:22][cH:23]2)=[O:26])[cH:4][cH:5][cH:6][cH:7]1. The reactants are COC(=O)c1cccc2c1CC(C)(C)CC2NS(C)(=O)=O, [H-], CI, [Na+], CN(C)C=O. Yields the product COC(=O)c1cccc2c1CC(C)(C)CC2N(C)S(C)(=O)=O. Reaction SMILES: [CH3:1][S:2](=[O:3])(=[O:4])[NH:5][CH:6]1[c:7]2[cH:8][cH:9][cH:10][c:11]([C:18](=[O:19])[O:20][CH3:21])[c:12]2[CH2:13][C:14]([CH3:16])([CH3:17])[CH2:15]1.[H-:22].[I:24][CH3:25].[Na+:23].[O:26]=[CH:27][N:28]([CH3:29])[CH3:30]>>[CH3:1][S:2](=[O:3])(=[O:4])[N:5]([CH:6]1[c:7]2[cH:8][cH:9][cH:10][c:11]([C:18](=[O:19])[O:20][CH3:21])[c:12]2[CH2:13][C:14]([CH3:16])([CH3:17])[CH2:15]1)[CH3:25]. Reactants: Cl (hydrochloric acid), C(C)OC(=O)C1=CN(C2=CC(=C(C=C2C1=O)F)N1CCNCC1)CC (1-ethyl-6-fluoro-7-(1-piperazinyl)-4-oxo-1,4-dihydroquinoline-3-carboxylic acid ethyl ester). The solvent is C(C)(=O)O (acetic acid). Product: C(C)N1C=C(C(C2=CC(=C(C=C12)N1CCNCC1)F)=O)C(=O)O (1-ethyl-6-fluoro-7-(1-piperazinyl)-4-oxo-1,4-dihydroquinoline-3-carboxylic acid). The yield is 83.5%. As a reaction SMILES: Cl.C([O:4][C:5]([C:7]1[C:16](=[O:17])[C:15]2[C:10](=[CH:11][C:12]([N:19]3[CH2:24][CH2:23][NH:22][CH2:21][CH2:20]3)=[C:13]([F:18])[CH:14]=2)[N:9]([CH2:25][CH3:26])[CH:8]=1)=[O:6])C>C(O)(=O)C>[CH2:25]([N:9]1[C:10]2[C:15](=[CH:14][C:13]([F:18])=[C:12]([N:19]3[CH2:24][CH2:23][NH:22][CH2:21][CH2:20]3)[CH:11]=2)[C:16](=[O:17])[C:7]([C:5]([OH:6])=[O:4])=[CH:8]1)[CH3:26]. Procedure: To a mixture of glacial acetic acid (170 ml) and concentrated hydrochloric acid (170 ml) was added 4.3 g of 1-ethyl-6-fluoro-7-(1-piperazinyl)-4-oxo-1,4-dihydroquinoline-3-carboxylic acid ethyl ester and the reaction mixture was concentrated under reduced pressure. The residue was dissolved in 10 ml of water and adjusted to pH 7.5 with diluted sodium hydroxide solution. The precipitated crystals were carried out by the same way in the Example 1 to give 3.3 g (84% yield) of 1-ethyl-6-fluoro-7-(1-... Starting materials: C=CCC(N)(CO)C(=O)OC, CN(C)C=O, CCN(C(C)C)C(C)C, O=S(=O)(Cl)c1ccc(Oc2ccc(F)cc2)cc1. Yields the product C=CCC(CO)(NS(=O)(=O)c1ccc(Oc2ccc(F)cc2)cc1)C(=O)OC. Reaction SMILES: [CH3:1][O:2][C:3]([C:4]([CH2:5][CH:6]=[CH2:7])([CH2:8][OH:9])[NH2:10])=[O:11].[CH3:39][N:40]([CH3:41])[CH:42]=[O:43].[CH:30]([N:31]([CH:32]([CH3:33])[CH3:34])[CH2:35][CH3:36])([CH3:37])[CH3:38].[F:12][c:13]1[cH:14][cH:15][c:16]([O:17][c:18]2[cH:19][cH:20][c:21]([S:24](=[O:25])(=[O:26])[Cl:27])[cH:22][cH:23]2)[cH:28][cH:29]1>>[CH3:1][O:2][C:3]([C:4]([CH2:5][CH:6]=[CH2:7])([CH2:8][OH:9])[NH:10][S:24]([c:21]1[cH:20][cH:19][c:18]([O:17][c:16]2[cH:15][cH:14][c:13]([F:12])[cH:29][cH:28]2)[cH:23][cH:22]1)(=[O:25])=[O:26])=[O:11]. The reactants are O=C1C(CN(CC1)C(=O)OC(C)(C)C)C(=O)OCC (1-tert-butyl 3-ethyl 4-oxopiperidine-1,3-dicarboxylate), C1(=CC=CC=C1)[C@@H](C)N ((R)-1-phenylethanamine), CC=1C=CC(=CC1)S(=O)(=O)O (p-TsOH). Procedure details: A solution of 252A (22 g, 81 mmol) and toluene (400 mL) was treated with (R)-1-phenylethanamine (12.5 mL, 97 mmol) and p-TsOH (1.5 g). The reaction mixture was heated to reflux with a Dean-Stark trap for 23 hours. The mixture was cooled to room temperature, washed with saturated aqueos NaHCO3 (2×200 mL) and brine (2×200 mL). The combined organic layers were dried (Na2SO4), filtered and concentrated. The crude material was filtered through a pad of silica (100% CH2Cl2) and concentrated to provide... Run in C1(=CC=CC=C1)C (toluene). Yield: 48.5%. Reaction SMILES: O=[C:2]1[CH2:7][CH2:6][N:5]([C:8]([O:10][C:11]([CH3:14])([CH3:13])[CH3:12])=[O:9])[CH2:4][CH:3]1[C:15]([O:17][CH2:18][CH3:19])=[O:16].[C:20]1([C@H:26]([NH2:28])[CH3:27])[CH:25]=[CH:24][CH:23]=[CH:22][CH:21]=1.CC1C=CC(S(O)(=O)=O)=CC=1>C1(C)C=CC=CC=1>[C:20]1([C@H:26]([NH:28][C:2]2[CH2:7][CH2:6][N:5]([C:8]([O:10][C:11]([CH3:14])([CH3:13])[CH3:12])=[O:9])[CH2:4][C:3]=2[C:15]([O:17][CH2:18][CH3:19])=[O:16])[CH3:27])[CH:25]=[CH:24][CH:23]=[CH:22][CH:21]=1. Product: C1(=CC=CC=C1)[C@@H](C)NC1=C(CN(CC1)C(=O)OC(C)(C)C)C(=O)OCC ((R)-1-tert-butyl 3-ethyl 4-(1-phenylethylamino)-5,6-dihydro-pyridine-1,3(2H)-dicarboxylate). Starting materials: NN (hydrazine), ClC1=NC=CC=C1[N+](=O)[O-] (2-chloro-3-nitropyridine), chloro. Solvent: C(C)O (ethanol). Reaction conditions: time 20 minute. Product: N(N)C1=NC=CC=C1[N+](=O)[O-] (2-hydrazino-3-nitropyridine). As a reaction SMILES: Cl[C:2]1[C:7]([N+:8]([O-:10])=[O:9])=[CH:6][CH:5]=[CH:4][N:3]=1.[NH2:11][NH2:12]>C(O)C>[NH:11]([C:2]1[C:7]([N+:8]([O-:10])=[O:9])=[CH:6][CH:5]=[CH:4][N:3]=1)[NH2:12]. Procedure details: To a suspension of 14.3 g of 2-chloro-3-nitropyridine in 90 mL of anhydrous ethanol was slowly added over 2-3 min with swirling 18 mL of 95% hydrazine. A new solid took the place of the chloro compound as spontaneous warming occurs. After 20 min at room temperature, filtration and washing with ethanol gave 15 g of 2-hydrazino-3-nitropyridine as a straw-yellow solid. To 4 g of the crude hydrazine suspended in 24 mL of anhydrous ethanol was added 16 mL of 95% hydrazine, and the mixture was warmed ...